The task is: describe an organic reaction: reactants, conditions, products, and yield. This data is from the Open Reaction Database (ORD), a public repository of structured organic reaction records. Reactants: CN([C@@H]1CC[C@H](CC1)OCCCC(=O)O)S(=O)(=O)C1=CC=C(C=C1)C(F)(F)F (trans-4-{4-[Methyl-(4-trifluoromethyl-benzenesulfonyl)-amino]-cyclohexyloxy}-butyric acid), CN1CCOCC1 (NMM), C=1C=CC2=C(C1)N=NN2O (HOBT), CCN=C=NCCCN(C)C (EDCI), OS(=O)(=O)[O-].[K+] (KHSO4), Cl (hydrochloride), Cl (hydro-chloride), COCN (N-Methoxymethylamine). The solvent is C(Cl)Cl (CH2Cl2). Conditions: time 3 hour. Product: CON(C(CCCO[C@@H]1CC[C@H](CC1)N(S(=O)(=O)C1=CC=C(C=C1)C(F)(F)F)C)=O)C (trans-N-Methoxy-N-methyl-4-{4-[methyl-(4-trifluoromethyl-benzenesulfonyl)-amino]-cyclohexyloxy}-butyramide). Yield: 94.5%. As a reaction SMILES: [CH3:1][N:2]([S:16]([C:19]1[CH:24]=[CH:23][C:22]([C:25]([F:28])([F:27])[F:26])=[CH:21][CH:20]=1)(=[O:18])=[O:17])[C@H:3]1[CH2:8][CH2:7][C@H:6]([O:9][CH2:10][CH2:11][CH2:12][C:13]([OH:15])=O)[CH2:5][CH2:4]1.C[N:30]1[CH2:35]COCC1.C1C=CC2N(O)N=NC=2C=1.CCN=C=NCCCN(C)C.Cl.[CH3:58][O:59]CN.OS([O-])(=O)=O.[K+]>C(Cl)Cl>[CH3:58][O:59][N:30]([CH3:35])[C:13](=[O:15])[CH2:12][CH2:11][CH2:10][O:9][C@H:6]1[CH2:7][CH2:8][C@H:3]([N:2]([CH3:1])[S:16]([C:19]2[CH:24]=[CH:23][C:22]([C:25]([F:26])([F:27])[F:28])=[CH:21][CH:20]=2)(=[O:18])=[O:17])[CH2:4][CH2:5]1 |f:6.7|. Procedure: 250 mg (0.59 mmol) trans-4-{4-[Methyl-(4-trifluoromethyl-benzenesulfonyl)-amino]-cyclohexyloxy}-butyric acid in 7 ml CH2Cl2 were treated with 0.33 ml (2.95 mmol) NMM, 18 mg (0.12 mmol, 0.2 eq) HOBT, 147 mg (0.77 mmol, 1.3 eq) EDCI.hydrochloride and 127 mg (1.3 mmol, 2.2 eq) N-Methoxymethylamine.hydro-chloride. The mixture was stirred at RT for 3 h, was acidified by adding 1M KHSO4 and extracted with CH2Cl2. The combined organic phases were washed with brine, dried over Na2SO4 and evaporated to y... Starting materials: FC(C(=O)O)(F)F.N[C@@H](C(=O)N1CCC(CC1)C#N)C(C)(C)C (1-((R)-2-amino-3,3-dimethyl-butyryl)-piperidine-4-carbonitrile trifluoroacetate), C(C)N1N=CC(=C1)B1OC(C)(C)C(C)(C)O1 (1-ethyl-1H-pyrazole-4-boronic acid pinacol ester), Cl.N[C@@H](C(=O)N1CCCC1)C(C)(C)C ((R)-2-amino-3,3-dimethyl-1-pyrrolidin-1-yl-butan-1-one hydrochloride), COC=1C=C(C=C(C1OC)OC)B(O)O (3,4,5-trimethoxyphenylboronic acid). The product is C(#N)C1CCN(CC1)C(=O)[C@@H](C(C)(C)C)NC(=O)C1=CNC2=NC=C(N=C21)C2=CC(=C(C(=C2)OC)OC)OC (2-(3,4,5-Trimethoxy-phenyl)-5H-pyrrolo[2,3-b]pyrazine-7-carboxylic acid [(R)-1-(4-cyano-piperidine-1-carbonyl)-2,2-dimethyl-propyl]-amide). Reported procedure: Prepared according to the procedure outlined in Example 2 substituting 1-((R)-2-amino-3,3-dimethyl-butyryl)-piperidine-4-carbonitrile trifluoroacetate for (R)-2-amino-3,3-dimethyl-1-pyrrolidin-1-yl-butan-1-one hydrochloride in Step 1 and 3,4,5-trimethoxyphenylboronic acid for 1-ethyl-1H-pyrazole-4-boronic acid pinacol ester in Step 2. MS: (M+H)+=535. Reaction SMILES: F[C:2](F)(F)[C:3]([OH:5])=O.[NH2:8][C@H:9]([C:20]([CH3:23])([CH3:22])[CH3:21])[C:10]([N:12]1[CH2:17][CH2:16][CH:15]([C:18]#[N:19])[CH2:14][CH2:13]1)=[O:11].Cl.[NH2:25][C@H:26](C(C)(C)C)[C:27]([N:29]1[CH2:33][CH2:32]CC1)=O.[CH3:38][O:39][C:40]1[CH:41]=[C:42](B(O)O)[CH:43]=[C:44]([O:48][CH3:49])[C:45]=1[O:46][CH3:47].[CH2:53]([N:55]1C=C(B2OC(C)(C)C(C)(C)O2)C=N1)C>>[C:18]([CH:15]1[CH2:14][CH2:13][N:12]([C:10]([C@H:9]([NH:8][C:3]([C:2]2[C:26]3[C:27](=[N:29][CH:33]=[C:32]([C:42]4[CH:41]=[C:40]([O:39][CH3:38])[C:45]([O:46][CH3:47])=[C:44]([O:48][CH3:49])[CH:43]=4)[N:25]=3)[NH:55][CH:53]=2)=[O:5])[C:20]([CH3:23])([CH3:22])[CH3:21])=[O:11])[CH2:17][CH2:16]1)#[N:19] |f:0.1,2.3|. Reactants: N1(CCCC1)C1CCN(CC1)C1=C2C=CN=CC2=CC=C1 (5-(4-(Pyrrolidin-1-yl)piperidin-1-yl)isoquinoline). Reagents/catalysts: O=[Pt]=O (PtO2), O=[Mn]=O (MnO2). The product is N1(CCCC1)C1CCN(CC1)C1=C2CCN=CC2=CC=C1 (5-(4-(Pyrrolidin-1-yl)piperidin-1-yl)-3,4-dihydroisoquinoline). Isolated yield 62.8%. As a reaction SMILES: [N:1]1([CH:6]2[CH2:11][CH2:10][N:9]([C:12]3[CH:21]=[CH:20][CH:19]=[C:18]4[C:13]=3[CH:14]=[CH:15][N:16]=[CH:17]4)[CH2:8][CH2:7]2)[CH2:5][CH2:4][CH2:3][CH2:2]1>O=[Pt]=O.O=[Mn]=O>[N:1]1([CH:6]2[CH2:11][CH2:10][N:9]([C:12]3[CH:21]=[CH:20][CH:19]=[C:18]4[C:13]=3[CH2:14][CH2:15][N:16]=[CH:17]4)[CH2:8][CH2:7]2)[CH2:5][CH2:4][CH2:3][CH2:2]1. Reported procedure: 80A was hydrogenated in the presence of PtO2 and then oxidized with MnO2 to afford 0.85 g (62.8%) of 80B as a yellow oil. MS (ESI) m/z: 284.2 (M+H)+. Reactants: amine, C(C)(=O)Cl (Acetyl chloride), hydrochloride salt, CC=1NC2=CC=C(C=C2C1C1CCN(CC1)C)O (2-methyl-3-(1-methylpiperidin-4-yl)-5-hydroxy-1H-indole), FC1=C(C(=CC=C1)F)S(=O)(=O)Cl (2,6-difluorobenzenesulfonyl chloride), amine. Run in C(C)O (ethanol), C(C)O (ethanol), O (water), C1CCOC1 (THF), [OH-].[Na+] (sodium hydroxide). Reaction conditions: time 1 hour. Yields the product CC=1NC2=CC=C(C=C2C1C1CCN(CC1)C)OS(=O)(=O)C1=C(C=CC=C1F)F (2,6-Difluorobenzenesulfonic acid 2-methyl-3-(1-methylpiperidin-4-yl)-1H-indol-5-yl ester). Isolated yield 65.8%. As a reaction SMILES: [CH3:1][C:2]1[NH:3][C:4]2[C:9]([C:10]=1[CH:11]1[CH2:16][CH2:15][N:14]([CH3:17])[CH2:13][CH2:12]1)=[CH:8][C:7]([OH:18])=[CH:6][CH:5]=2.[F:19][C:20]1[CH:25]=[CH:24][CH:23]=[C:22]([F:26])[C:21]=1[S:27](Cl)(=[O:29])=[O:28].C(Cl)(=O)C>C1COCC1.[OH-].[Na+].O.C(O)C>[CH3:1][C:2]1[NH:3][C:4]2[C:9]([C:10]=1[CH:11]1[CH2:16][CH2:15][N:14]([CH3:17])[CH2:13][CH2:12]1)=[CH:8][C:7]([O:18][S:27]([C:21]1[C:22]([F:26])=[CH:23][CH:24]=[CH:25][C:20]=1[F:19])(=[O:29])=[O:28])=[CH:6][CH:5]=2 |f:4.5|. Procedure details: A solution of 2-methyl-3-(1-methylpiperidin-4-yl)-5-hydroxy-1H-indole (4.05 mmol, 0.989 g) in THF (12 mL) and 1M sodium hydroxide (4.09 mL) was treated with 2,6-difluorobenzenesulfonyl chloride (4.46 mmol, 0.948 g). After stirring one hour at room temperature the reaction was diluted with water (25 mL) and extracted with ethyl acetate (3×25 mL). The organic phases were combined, concentrated in vacuo to afford foam. The free amine was converted to the hydrochloride salt. Acetyl chloride (approxi... Reactants: O=C(CC(=O)OC)CC (methyl 3-oxovalerate), C(C1=CC=CC=C1)O (benzyl alcohol), C(C)(=O)OCC (Ethyl acetate). The reagents and catalysts are CN(C1=CC=NC=C1)C (4-dimethylaminopyridine). Solvent: C1(=CC=CC=C1)C (toluene). Yields the product O=C(CC(=O)OCC1=CC=CC=C1)CC (benzyl 3-oxovalerate). As a reaction SMILES: [O:1]=[C:2]([CH2:8][CH3:9])[CH2:3][C:4]([O:6][CH3:7])=[O:5].C(O)[C:11]1[CH:16]=[CH:15][CH:14]=[CH:13][CH:12]=1.C(OCC)(=O)C>CN(C)C1C=CN=CC=1.C1(C)C=CC=CC=1>[O:1]=[C:2]([CH2:8][CH3:9])[CH2:3][C:4]([O:6][CH2:7][C:11]1[CH:16]=[CH:15][CH:14]=[CH:13][CH:12]=1)=[O:5]. Procedure: 2.50 g (19.2 mmol) of methyl 3-oxovalerate, 6.23 g (57.6 mmol) of benzyl alcohol and 234 mg (1.92 mmol) of 4-dimethylaminopyridine were heated under reflux in 30 ml of toluene overnight. Ethyl acetate was added to the reaction solution. After washing with 1 N hydrochloric acid, the organic layer was dried over anhydrous sodium sulfate and then concentrated under reduced pressure. The residue was purified by the silica gel chromatography (hexane/ethyl acetate=10/1) to obtain the title compound.